This data is from the Open Reaction Database (ORD), a public repository of structured organic reaction records. The task is: describe an organic reaction: reactants, conditions, products, and yield Reaction conditions: temperature 80 celsius, time 6 hour. Starting materials: BrCCCOC1=CC=CC=2N(C(=NC21)COC2=CC=C(C=C2)Cl)CCCC2CCN(CC2)C(=O)OC(C)(C)C (4-[3-bromopropoxy]-2-[(4-chlorophenoxy)methyl]-1-[3-[1-(t-butoxycarbonyl)piperidin-4-yl]propyl]benzimidazole), C([O-])([O-])=O.[K+].[K+] (potassium carbonate), CC1NCCCC1 ((RS) 2-(methyl)piperidine). The product is CC1N(CCCC1)CCCOC1=CC=CC=2N(C(=NC21)COC2=CC=C(C=C2)Cl)CCCC2CCN(CC2)C(=O)OC(C)(C)C ((RS) 4-[3-[2-(methyl)piperidin-1-yl]propoxy]-2-[(4-chlorophenoxy)methyl]-1-[3-[1-(t-butoxycarbonyl)piperidin-4-yl]propyl]benzimidazole). Solvent: CN(C=O)C (N,N-dimethylformamide). Reported procedure: A solution of 4-[3-bromopropoxy]-2-[(4-chlorophenoxy)methyl]-1-[3-[1-(t-butoxycarbonyl)piperidin-4-yl]propyl]benzimidazole (77 mg, 0.124 mmol, 1 eq) in anhydrous N,N-dimethylformamide (2 ml) was treated with potassium carbonate (51.3 mg, 0.37 mmol, 2 eq) and (RS) 2-(methyl)piperidine (0.19 mmol, 1.5 eq). The resulting mixture was stirred at 80° C. for six hours. The reaction was quenched by the addition of water (10 ml). The aqueous fraction was extracted with ethyl acetate (3×10 ml). The organi... RXN SMILES: Br[CH2:2][CH2:3][CH2:4][O:5][C:6]1[C:14]2[N:13]=[C:12]([CH2:15][O:16][C:17]3[CH:22]=[CH:21][C:20]([Cl:23])=[CH:19][CH:18]=3)[N:11]([CH2:24][CH2:25][CH2:26][CH:27]3[CH2:32][CH2:31][N:30]([C:33]([O:35][C:36]([CH3:39])([CH3:38])[CH3:37])=[O:34])[CH2:29][CH2:28]3)[C:10]=2[CH:9]=[CH:8][CH:7]=1.C(=O)([O-])[O-].[K+].[K+].[CH3:46][CH:47]1[CH2:52][CH2:51][CH2:50][CH2:49][NH:48]1>CN(C)C=O>[CH3:46][CH:47]1[CH2:52][CH2:51][CH2:50][CH2:49][N:48]1[CH2:2][CH2:3][CH2:4][O:5][C:6]1[C:14]2[N:13]=[C:12]([CH2:15][O:16][C:17]3[CH:22]=[CH:21][C:20]([Cl:23])=[CH:19][CH:18]=3)[N:11]([CH2:24][CH2:25][CH2:26][CH:27]3[CH2:32][CH2:31][N:30]([C:33]([O:35][C:36]([CH3:39])([CH3:38])[CH3:37])=[O:34])[CH2:29][CH2:28]3)[C:10]=2[CH:9]=[CH:8][CH:7]=1 |f:1.2.3|. RXN SMILES: [C:30](=[O:31])([O-:32])[O-:33].[I:1][CH2:2][CH2:3][CH:4]1[CH2:5][CH2:6][c:7]2[c:8]([c:11]([O:21][CH3:22])[c:12]([O:19][CH3:20])[c:13]([O:17][CH3:18])[c:14]2[O:15][CH3:16])[CH2:9][CH2:10]1.[K+:34].[K+:35].[O:36]=[CH:37][N:38]([CH3:39])[CH3:40].[OH2:41].[OH:23][c:24]1[n:25][cH:26][cH:27][cH:28][cH:29]1>>[CH2:2]([CH2:3][CH:4]1[CH2:5][CH2:6][c:7]2[c:8]([c:11]([O:21][CH3:22])[c:12]([O:19][CH3:20])[c:13]([O:17][CH3:18])[c:14]2[O:15][CH3:16])[CH2:9][CH2:10]1)[O:23][c:24]1[n:25][cH:26][cH:27][cH:28][cH:29]1. Product: COc1c2c(c(OC)c(OC)c1OC)CCC(CCOc1ccccn1)CC2. The reactants are O=C([O-])[O-], COc1c2c(c(OC)c(OC)c1OC)CCC(CCI)CC2, [K+], [K+], CN(C)C=O, O, Oc1ccccn1. The reactants are C([O-])([O-])=O.[K+].[K+] (potassium carbonate), N1=C2C(=CC=C1)C(=O)OC2=O (2,3-pyridinedicarboxylic anhydride), FC1=CC=CC=C1 (fluorobenzene), [Cl-].[Al+3].[Cl-].[Cl-] (aluminum chloride), Cl (hydrochloric acid), ice water. Yields the product FC1=CC=C(C(=O)C=2C(=NC=CC2)C(=O)O)C=C1 (3-(4-fluorobenzoyl)-2-pyridinecarboxylic acid). As a reaction SMILES: [N:1]1[CH:6]=[CH:5][CH:4]=[C:3]2[C:7]([O:9][C:10](=[O:11])[C:2]=12)=[O:8].[Cl-].[Al+3].[Cl-].[Cl-].Cl.C(=O)([O-])[O-].[K+].[K+].[F:23][C:24]1[CH:29]=[CH:28][CH:27]=[CH:26][CH:25]=1>>[F:23][C:24]1[CH:29]=[CH:28][C:27]([C:7]([C:3]2[C:2]([C:10]([OH:9])=[O:11])=[N:1][CH:6]=[CH:5][CH:4]=2)=[O:8])=[CH:26][CH:25]=1 |f:1.2.3.4,6.7.8|. Procedure details: To a mixture of 2,3-pyridinedicarboxylic anhydride (16.5 g) and fluorobenzene (120 ml) was added, while stirring at room temperature, anhydrous aluminum chloride (23.1 g). The reaction mixture was stirred for 3 hours under reflux, which was cooled and poured into a mixture of hydrochloric acid and ice-water. This mixture was made to be pH 2-3 with an aqueous solution of potassium carbonate, which was subjected to extraction with ethyl acetate. The extract solution was washed with water and dried... Reactants: C1(CC1)C(C(C)N1C(C=CC(=C1)I)=NS(=O)(=O)C1=CC=C(C=C1)C)=O (N-(1-(1-cyclopropyl-1-oxopropan-2-yl)-5-iodopyridin-2(1H)-ylidene)-4-methylbenzene sulfonamide), FC(C(=O)OC(C(F)(F)F)=O)(F)F (trifluoroacetic anhydride). Run in C1CCOC1 (THF). Reaction conditions: time 3 hour. Yields the product C1(=CC=C(C=C1)S(=O)(=O)O)C (p-toluenesulfonic acid), C1(CC1)C=1N=C2N(C=C(C=C2)I)C1C (2-Cyclopropyl-6-iodo-3-methylimidazo[1,2-a]pyridine). Reaction SMILES: [CH:1]1([C:4](=O)[CH:5]([N:7]2[CH:12]=[C:11]([I:13])[CH:10]=[CH:9][C:8]2=[N:14][S:15]([C:18]2[CH:23]=[CH:22][C:21]([CH3:24])=[CH:20][CH:19]=2)(=[O:17])=[O:16])[CH3:6])[CH2:3][CH2:2]1.FC(F)(F)C(OC(=O)C(F)(F)F)=[O:29]>C1COCC1>[C:21]1([CH3:24])[CH:20]=[CH:19][C:18]([S:15]([OH:16])(=[O:17])=[O:29])=[CH:23][CH:22]=1.[CH:1]1([C:4]2[N:14]=[C:8]3[CH:9]=[CH:10][C:11]([I:13])=[CH:12][N:7]3[C:5]=2[CH3:6])[CH2:3][CH2:2]1. Procedure details: To a solution of N-(1-(1-cyclopropyl-1-oxopropan-2-yl)-5-iodopyridin-2(1H)-ylidene)-4-methylbenzene sulfonamide (30.5 g) in THF (300 ml) was added trifluoroacetic anhydride (18.3 ml) dropwise. After 3 h, the resulting precipitate was collected by filtration, and washed with ether to give p-toluenesulfonic acid salt of the title compound as a white solid. The solid obtained was dissolved in a mixture of 1 M NaOH, EtOAc and THF. Then the organic layer was washed with brine, dried over MgSO4 and co... Reactants: Cn1cc(C(=O)O)cn1, NCc1c(-c2ncco2)n(-c2ccccc2)c2ncccc2c1=O. The product is Cn1cc(C(=O)NCc2c(-c3ncco3)n(-c3ccccc3)c3ncccc3c2=O)cn1. RXN SMILES: [CH3:25][n:26]1[n:27][cH:28][c:29]([C:31](=[O:32])[OH:33])[cH:30]1.[NH2:1][CH2:2][c:3]1[c:4](-[c:20]2[o:21][cH:22][cH:23][n:24]2)[n:5](-[c:14]2[cH:15][cH:16][cH:17][cH:18][cH:19]2)[c:6]2[n:7][cH:8][cH:9][cH:10][c:11]2[c:12]1=[O:13]>>[NH:1]([CH2:2][c:3]1[c:4](-[c:20]2[o:21][cH:22][cH:23][n:24]2)[n:5](-[c:14]2[cH:15][cH:16][cH:17][cH:18][cH:19]2)[c:6]2[n:7][cH:8][cH:9][cH:10][c:11]2[c:12]1=[O:13])[C:31]([c:29]1[cH:28][n:27][n:26]([CH3:25])[cH:30]1)=[O:32]. Reactants: [BH4-], CCCCC(F)C(=O)CCC1C(OC2CCCCO2)CC2CC(=CCCCC(=O)OC)CC21, CO, [Na+]. Yields the product CCCCC(F)C(O)CCC1C(OC2CCCCO2)CC2CC(=CCCCC(=O)OC)CC21. RXN SMILES: [BH4-:34].[C:1](=[O:2])([O:3][CH3:4])[CH2:5][CH2:6][CH2:7][CH:8]=[C:9]1[CH2:10][CH:11]2[CH2:12][CH:13]([O:27][CH:28]3[O:29][CH2:30][CH2:31][CH2:32][CH2:33]3)[CH:14]([CH2:17][CH2:18][C:19]([CH:20]([CH2:21][CH2:22][CH2:23][CH3:24])[F:25])=[O:26])[CH:15]2[CH2:16]1.[CH3:36][OH:37].[Na+:35]>>[C:1](=[O:2])([O:3][CH3:4])[CH2:5][CH2:6][CH2:7][CH:8]=[C:9]1[CH2:10][CH:11]2[CH2:12][CH:13]([O:27][CH:28]3[O:29][CH2:30][CH2:31][CH2:32][CH2:33]3)[CH:14]([CH2:17][CH2:18][CH:19]([CH:20]([CH2:21][CH2:22][CH2:23][CH3:24])[F:25])[OH:26])[CH:15]2[CH2:16]1.